This data is from the Open Reaction Database (ORD), a public repository of structured organic reaction records. The task is: describe an organic reaction: reactants, conditions, products, and yield Starting materials: [OH-].[K+] (potassium hydroxide), CC=1N(C(=CC1)C)C1=NC(=C(C(=C1)C)Br)C (2-(2,5-Dimethyl-1H-pyrrol-1-yl)-5-bromo-4,6-dimethylpyridine), O (water). Reagents/catalysts: C=1C=CC(=CC1)/C=C/C(=O)/C=C/C2=CC=CC=C2.C=1C=CC(=CC1)/C=C/C(=O)/C=C/C2=CC=CC=C2.C=1C=CC(=CC1)/C=C/C(=O)/C=C/C2=CC=CC=C2.[Pd].[Pd] (Pd2dba3). The solvent is O1CCOCC1 (dioxane). Run at temperature 100 celsius, time 3 hour. Product: CC=1N(C(=CC1)C)C1=NC(=C(C(=C1)C)O)C (2-(2,5-Dimethyl-1H-pyrrol-1-yl)-5-hydroxy-4,6-dimethylpyridine). Reaction SMILES: [CH3:1][C:2]1[N:3]([C:8]2[CH:13]=[C:12]([CH3:14])[C:11](Br)=[C:10]([CH3:16])[N:9]=2)[C:4]([CH3:7])=[CH:5][CH:6]=1.[OH-:17].[K+].O>O1CCOCC1.C1C=CC(/C=C/C(/C=C/C2C=CC=CC=2)=O)=CC=1.C1C=CC(/C=C/C(/C=C/C2C=CC=CC=2)=O)=CC=1.C1C=CC(/C=C/C(/C=C/C2C=CC=CC=2)=O)=CC=1.[Pd].[Pd]>[CH3:1][C:2]1[N:3]([C:8]2[CH:13]=[C:12]([CH3:14])[C:11]([OH:17])=[C:10]([CH3:16])[N:9]=2)[C:4]([CH3:7])=[CH:5][CH:6]=1 |f:1.2,5.6.7.8.9|. Reported procedure: To a stirred solution containing 2.37 g (8.49 mmol) of 2-(2,5-dimethyl-1H-pyrrol-1-yl)-5-bromo-4,6-dimethylpyridine (14) in 30 mL of dioxane-degassed water 1:1 were added 311 mg (0.34 mmol) of Pd2dba3 followed by 288 mg (0.68 mmol) of 2-Di-tert-butylphosphino-2′,4′,6′-triisopropylbyphenyl (L1) and 1.42 g (25.46 mmol) of potassium hydroxide. The reaction mixture was stirred at 100° C. under argon atmosphere during 3 h. The reaction mixture was poured into 150 mL of water and extracted with two po...